From a dataset of the Open Reaction Database (ORD), a public repository of structured organic reaction records. describe an organic reaction: reactants, conditions, products, and yield Yields the product N#Cc1cccc(N2CCCS2(=O)=O)c1. The reactants are CCN(C(C)C)C(C)C, O=S(=O)(Cl)CCCCl, ClCCl, N#Cc1cccc(N)c1. RXN SMILES: [CH:21]([N:22]([CH2:23][CH3:24])[CH:25]([CH3:26])[CH3:27])([CH3:28])[CH3:29].[Cl:10][CH2:11][CH2:12][CH2:13][S:14](=[O:15])(=[O:16])[Cl:17].[Cl:18][CH2:19][Cl:20].[NH2:1][c:2]1[cH:3][c:4]([C:5]#[N:6])[cH:7][cH:8][cH:9]1>>[N:1]1([c:2]2[cH:3][c:4]([C:5]#[N:6])[cH:7][cH:8][cH:9]2)[CH2:11][CH2:12][CH2:13][S:14]1(=[O:15])=[O:16]. The reactants are C1CCOC1, CCO, CCOC(=O)C(Cc1ccccc1)NC(=O)c1ccc(Cn2ccc3cc([N+](=O)[O-])ccc32)cc1, NN, [Ni]. The product is CCOC(=O)C(Cc1ccccc1)NC(=O)c1ccc(Cn2ccc3cc(N)ccc32)cc1. Reaction SMILES: [CH2:41]1[O:42][CH2:43][CH2:44][CH2:45]1.[CH3:38][CH2:39][OH:40].[N+:1]([O-:2])(=[O:3])[c:4]1[cH:5][c:6]2[cH:7][cH:8][n:9]([CH2:13][c:14]3[cH:15][cH:16][c:17]([C:18](=[O:19])[NH:20][CH:21]([CH2:22][c:23]4[cH:24][cH:25][cH:26][cH:27][cH:28]4)[C:29](=[O:30])[O:31][CH2:32][CH3:33])[cH:34][cH:35]3)[c:10]2[cH:11][cH:12]1.[NH2:36][NH2:37].[Ni:46]>>[NH2:1][c:4]1[cH:5][c:6]2[cH:7][cH:8][n:9]([CH2:13][c:14]3[cH:15][cH:16][c:17]([C:18](=[O:19])[NH:20][CH:21]([CH2:22][c:23]4[cH:24][cH:25][cH:26][cH:27][cH:28]4)[C:29](=[O:30])[O:31][CH2:32][CH3:33])[cH:34][cH:35]3)[c:10]2[cH:11][cH:12]1. The reactants are CC(=O)Cl, COC(=O)c1ccc(CO)cc1N, C1COCCO1. Product: COC(=O)c1ccc(CO)cc1NC(C)=O. As a reaction SMILES: [CH3:14][C:15]([Cl:16])=[O:17].[CH3:1][O:2][C:3]([c:4]1[c:5]([NH2:12])[cH:6][c:7]([CH2:10][OH:11])[cH:8][cH:9]1)=[O:13].[O:18]1[CH2:19][CH2:20][O:21][CH2:22][CH2:23]1>>[CH3:1][O:2][C:3]([c:4]1[c:5]([NH:12][C:15]([CH3:14])=[O:17])[cH:6][c:7]([CH2:10][OH:11])[cH:8][cH:9]1)=[O:13]. The reactants are FCC(=O)C1=C(C=C(C=C1)F)F (2,2',4'-trifluoroacetophenone), S(=O)(=O)(Cl)Cl (sulphuryl chloride), O (water). Product: FC(C(=O)C1=C(C=C(C=C1)F)F)Cl (2,2',4'-Trifluoro-2-chloroacetophenone). Reported procedure: A solution of 2,2',4'-trifluoroacetophenone (1.60 g; 9.2 mM) in sulphuryl chloride (4 ml) was heated at 75° for 18 hours. The mixture was then cooled and iced-water (40 ml) was added. The product was extracted into ether (80 ml), which was washed with water and aqueous sodium bicarbonate solution, and then dried over magnesium sulphate. Evaporation yielded the desired product as a colourless, intensely lachrymatory liquid (2.0 g; 100%). RXN SMILES: [F:1][CH2:2][C:3]([C:5]1[CH:10]=[CH:9][C:8]([F:11])=[CH:7][C:6]=1[F:12])=[O:4].O.S(Cl)([Cl:17])(=O)=O>>[F:1][CH:2]([Cl:17])[C:3]([C:5]1[CH:10]=[CH:9][C:8]([F:11])=[CH:7][C:6]=1[F:12])=[O:4]. The reactants are ClC1=C(C=CC(=C1)OC1=CC=NC2=CC(=C(C=C12)OC)O)NC(=O)NC1=C(C=C(C=C1)F)F (N-{2-Chloro-4-[(7-hydroxy-6-methoxy-4-quinolyl)-oxy]phenyl}-N′-(2,4-difluorophenyl)urea), C([O-])([O-])=O.[K+].[K+] (potassium carbonate), Cl.N1=CC(=CC=C1)CCl (3-picolyl chloride hydrochloride). The solvent is CN(C=O)C (N,N-dimethylformamide). Reaction conditions: temperature 80 celsius, time 1 hour. The product is ClC1=C(C=CC(=C1)OC1=CC=NC2=CC(=C(C=C12)OC)OCC=1C=NC=CC1)NC(=O)NC1=C(C=C(C=C1)F)F (N-(2-Chloro4-{[6-methoxy-7-(3-pyridyl-methoxy)-4-quinolyl]oxy}phenyl)-N′-(2,4-difluorophenyl)-urea). Yield: 45.7%. Reaction SMILES: [Cl:1][C:2]1[CH:7]=[C:6]([O:8][C:9]2[C:18]3[C:13](=[CH:14][C:15]([OH:21])=[C:16]([O:19][CH3:20])[CH:17]=3)[N:12]=[CH:11][CH:10]=2)[CH:5]=[CH:4][C:3]=1[NH:22][C:23]([NH:25][C:26]1[CH:31]=[CH:30][C:29]([F:32])=[CH:28][C:27]=1[F:33])=[O:24].C(=O)([O-])[O-].[K+].[K+].Cl.[N:41]1[CH:46]=[CH:45][CH:44]=[C:43]([CH2:47]Cl)[CH:42]=1>CN(C)C=O>[Cl:1][C:2]1[CH:7]=[C:6]([O:8][C:9]2[C:18]3[C:13](=[CH:14][C:15]([O:21][CH2:47][C:43]4[CH:42]=[N:41][CH:46]=[CH:45][CH:44]=4)=[C:16]([O:19][CH3:20])[CH:17]=3)[N:12]=[CH:11][CH:10]=2)[CH:5]=[CH:4][C:3]=1[NH:22][C:23]([NH:25][C:26]1[CH:31]=[CH:30][C:29]([F:32])=[CH:28][C:27]=1[F:33])=[O:24] |f:1.2.3,4.5|. Procedure: N-{2-Chloro-4-[(7-hydroxy-6-methoxy-4-quinolyl)-oxy]phenyl}-N′-(2,4-difluorophenyl)urea (55 mg), potassium carbonate (31 mg), and 3-picolyl chloride hydrochloride (22 mg) were dissolved in N,N-dimethylformamide (1 ml), and the solution was stirred at 80° C. for one hr. The solvent was removed by distillation under the reduced pressure. A saturated aqueous sodium hydrogencarbonate solution was added to the residue, and the mixture was extracted with chloroform. The chloroform layer was dried over... Starting materials: Cc1sc2cnccc2c1Br, CCC(CC)c1cc(C)nn2c(I)c(C)nc12, C1CCOC1, [Zn]. Yields the product CCC(CC)c1cc(C)nn2c(-c3c(C)sc4cnccc34)c(C)nc12. As a reaction SMILES: [Br:1][c:2]1[c:3]([CH3:11])[s:4][c:5]2[cH:6][n:7][cH:8][cH:9][c:10]12.[CH2:12]([CH3:13])[CH:14]([CH2:15][CH3:16])[c:17]1[c:18]2[n:19]([n:20][c:21]([CH3:23])[cH:22]1)[c:24]([I:28])[c:25]([CH3:27])[n:26]2.[CH2:29]1[O:30][CH2:31][CH2:32][CH2:33]1.[Zn:34]>>[c:2]1(-[c:24]2[n:19]3[c:18]([c:17]([CH:14]([CH2:12][CH3:13])[CH2:15][CH3:16])[cH:22][c:21]([CH3:23])[n:20]3)[n:26][c:25]2[CH3:27])[c:3]([CH3:11])[s:4][c:5]2[cH:6][n:7][cH:8][cH:9][c:10]12. Reactants: BrB(Br)Br, ClCCl, CO, COC(=S)c1ccc(C)c(OC)c1C. Product: COC(=S)c1ccc(C)c(O)c1C. Reaction SMILES: [B:15]([Br:16])([Br:17])[Br:18].[CH2:21]([Cl:22])[Cl:23].[CH3:19][OH:20].[CH3:1][O:2][c:3]1[c:4]([CH3:14])[c:5]([C:6](=[S:7])[O:8][CH3:9])[cH:10][cH:11][c:12]1[CH3:13]>>[OH:2][c:3]1[c:4]([CH3:14])[c:5]([C:6](=[S:7])[O:8][CH3:9])[cH:10][cH:11][c:12]1[CH3:13].